This data is from the Open Reaction Database (ORD), a public repository of structured organic reaction records. The task is: describe an organic reaction: reactants, conditions, products, and yield The reactants are [Br-].C1(=CC=CC=C1)P(C1=CC=CC=C1)C1=CC=CC=C1 (Triphenylphosphine bromide), C(Cl)Cl (methylene chloride), CC=1C=CC=C2C(=CC(=NC12)C=1SC=CC1)C(=O)O (8-methyl-2-(2-thienyl)-4-quinolinecarboxylic acid), NC=1OC(=NN1)C=1OC=CC1 (2-amino-5-(2-furyl)-1,3,4-oxadiazole). Run in N1=CC=CC=C1 (pyridine). Conditions: time 1 hour. Yields the product O1C(=CC=C1)C1=NN=C(O1)NC(=O)C1=CC(=NC2=C(C=CC=C12)C)C=1SC=CC1 (N-[5-(2-furyl)-1,3,4-oxadiazol-2-yl]-8-methyl-2-(2-thienyl)-4-quinolinecarboxamide). The yield is 12.5%. RXN SMILES: [Br-].C1(P(C2C=CC=CC=2)C2C=CC=CC=2)C=CC=CC=1.C(Cl)Cl.[CH3:24][C:25]1[CH:26]=[CH:27][CH:28]=[C:29]2[C:34]=1[N:33]=[C:32]([C:35]1[S:36][CH:37]=[CH:38][CH:39]=1)[CH:31]=[C:30]2[C:40]([OH:42])=O.[NH2:43][C:44]1[O:45][C:46]([C:49]2[O:50][CH:51]=[CH:52][CH:53]=2)=[N:47][N:48]=1>N1C=CC=CC=1>[O:50]1[CH:51]=[CH:52][CH:53]=[C:49]1[C:46]1[O:45][C:44]([NH:43][C:40]([C:30]2[C:29]3[C:34](=[C:25]([CH3:24])[CH:26]=[CH:27][CH:28]=3)[N:33]=[C:32]([C:35]3[S:36][CH:37]=[CH:38][CH:39]=3)[CH:31]=2)=[O:42])=[N:48][N:47]=1 |f:0.1|. Procedure details: Triphenylphosphine bromide (352 mg, 0.80 mmol) was added to a methylene chloride (1 mL) solution of commercially available 8-methyl-2-(2-thienyl)-4-quinolinecarboxylic acid (108 mg, 0.40 mmol), and the mixture was stirred at room temperature for 1 hour. The reaction solution was added to a pyridine (3 mL) solution of 2-amino-5-(2-furyl)-1,3,4-oxadiazole (90.7 mg, 0.60 mmol), and the mixture was stirred at room temperature for 2 hours and then heated with stirring overnight at 60° C. The reaction... The reactants are C(C(F)(F)F)(C(F)(F)F)C(F)(F)OC ((CF3)2CHCF2OCH3), C(C(F)(F)F)(C(F)(F)F)C(=O)O ((CF3)2CHCO2H). Solvent: O (water). Run at time 5 hour. Product: C(C(F)(F)F)(C(F)(F)F)C(=O)O.C(C(F)(F)F)(C(F)(F)F)C(F)(F)OC.O ((CF3)2CHCO2H (CF3)2CHCF2OCH3 H2O). As a reaction SMILES: [CH:1]([C:10]([O:13][CH3:14])([F:12])[F:11])([C:6]([F:9])([F:8])[F:7])[C:2]([F:5])([F:4])[F:3].[CH:15]([C:24]([OH:26])=[O:25])([C:20]([F:23])([F:22])[F:21])[C:16]([F:19])([F:18])[F:17]>O>[CH:15]([C:24]([OH:26])=[O:25])([C:16]([F:18])([F:19])[F:17])[C:20]([F:23])([F:22])[F:21].[CH:1]([C:10]([O:13][CH3:14])([F:11])[F:12])([C:6]([F:7])([F:9])[F:8])[C:2]([F:5])([F:4])[F:3].[OH2:13] |f:3.4.5|. Procedure: (CF3)2CHCF2OCH3 (ether A, 7.1 g) and a solution of (CF3)2CHCO2H (0.6 g) in water (10 mL) are independently and continuously fed to the reactor over 5 hours. The reactor is preheated to 450° C. and maintained at this temperature throughout the run. The reactor pressure is maintained at about atmospheric pressure. The reactor effluent is scrubbed to remove HF. The product includes CF3CH=CF2 (HFC-1225zc) and HFC-236fa. Reported procedure: 1-Benzylimidazolidine-2,4-dione (100 mg, 0.526 mmol) and isocyanatomethylcyclohexane (87.8 mg, 0.63 mmol) were reacted in analogy to example 1. Yield: 36.8 mg (21%), M+H+: 330.18. As a reaction SMILES: [CH2:1]([N:8]1[CH2:12][C:11](=[O:13])[NH:10][C:9]1=[O:14])[C:2]1[CH:7]=[CH:6][CH:5]=[CH:4][CH:3]=1.N([CH2:18][CH:19]1[CH2:24][CH2:23][CH2:22][CH2:21][CH2:20]1)=C=O>>[CH2:1]([N:8]1[CH2:12][C:11](=[O:13])[NH:10][C:9]1=[O:14])[C:2]1[CH:3]=[CH:4][CH:5]=[CH:6][CH:7]=1.[CH:19]1([CH2:18][C:11]([NH2:10])=[O:13])[CH2:20][CH2:21][CH2:22][CH2:23][CH2:24]1 |f:2.3|. Starting materials: C(C1=CC=CC=C1)N1C(NC(C1)=O)=O (1-Benzylimidazolidine-2,4-dione), N(=C=O)CC1CCCCC1 (isocyanatomethylcyclohexane). The product is C(C1=CC=CC=C1)N1C(NC(C1)=O)=O.C1(CCCCC1)CC(=O)N (3-Benzyl-2,5-dioxoimidazolidine 1-cyclohexylmethylcarboxamide).